Dataset: the Open Reaction Database (ORD), a public repository of structured organic reaction records. Task: describe an organic reaction: reactants, conditions, products, and yield Reactants: O=C1N(C=2C(=NC=CC2)N1)C1CCN(CC1)C1=CC(=NC=N1)C(=O)O (6-[4-(2-oxo-2,3-dihydroimidazo[4,5-b]pyridin-1-yl)-piperidin-1-yl]-pyrimidine-4-carboxylic acid), CN(C)C(=[N+](C)C)ON1C2=C(C=CC=C2)N=N1.[B-](F)(F)(F)F (TBTU), N1CC(C2=CC=CC=C12)CO ((2,3-dihydro-1H-indol-3-yl)-methanol), TEA. The solvent is CN(C)C=O (DMF). Conditions: time 5 hour. Yields the product OCC1CN(C2=CC=CC=C12)C(=O)C1=CC(=NC=N1)N1CCC(CC1)N1C(NC2=NC=CC=C21)=O (1-{1-[6-(3-hydroxymethyl-2,3-dihydro-indole-1-carbonyl)-pyrimidin-4-yl]-piperidin-4-yl}-1,3-dihydro-imidazo[4,5-b]pyridin-2-one). Reaction SMILES: [O:1]=[C:2]1[NH:10][C:5]2=[N:6][CH:7]=[CH:8][CH:9]=[C:4]2[N:3]1[CH:11]1[CH2:16][CH2:15][N:14]([C:17]2[N:22]=[CH:21][N:20]=[C:19]([C:23](O)=[O:24])[CH:18]=2)[CH2:13][CH2:12]1.[NH:26]1[C:34]2[C:29](=[CH:30][CH:31]=[CH:32][CH:33]=2)[CH:28]([CH2:35][OH:36])[CH2:27]1.CN(C(ON1N=NC2C=CC=CC1=2)=[N+](C)C)C.[B-](F)(F)(F)F>CN(C=O)C>[OH:36][CH2:35][CH:28]1[C:29]2[C:34](=[CH:33][CH:32]=[CH:31][CH:30]=2)[N:26]([C:23]([C:19]2[N:20]=[CH:21][N:22]=[C:17]([N:14]3[CH2:15][CH2:16][CH:11]([N:3]4[C:4]5[C:5](=[N:6][CH:7]=[CH:8][CH:9]=5)[NH:10][C:2]4=[O:1])[CH2:12][CH2:13]3)[CH:18]=2)=[O:24])[CH2:27]1 |f:2.3|. Procedure: 85 mg (0.25 mmol) 6-[4-(2-oxo-2,3-dihydroimidazo[4,5-b]pyridin-1-yl)-piperidin-1-yl]-pyrimidine-4-carboxylic acid and 50 mg (0.32 mmol) (2,3-dihydro-1H-indol-3-yl)-methanol in 50 μL (0.36 mmol) TEA and 0.90 mL DMF were combined with 85 mg (0.27 mmol) TBTU and stirred for 5 h at RT. Then the reaction mixture was purified by preparative HPLC-MS. The product-containing fractions were combined and freeze-dried. Reactants: O, O=[N+]([O-])O, O=S(=O)(O)O, c1ccc(-c2cocn2)cc1. The product is O=[N+]([O-])c1ccc(-c2cocn2)cc1. RXN SMILES: [OH2:16].[OH:12][N+:13]([O-:14])=[O:15].[S:17](=[O:18])(=[O:19])([OH:20])[OH:21].[c:1]1(-[c:7]2[n:8][cH:9][o:10][cH:11]2)[cH:2][cH:3][cH:4][cH:5][cH:6]1>>[c:1]1(-[c:7]2[n:8][cH:9][o:10][cH:11]2)[cH:2][cH:3][c:4]([N+:13](=[O:12])[O-:14])[cH:5][cH:6]1. The reactants are P(Br)(Br)Br (phosphorus tribromide), C1(=CC=CC=C1)CCCCCO (5-phenyl-1-pentanol), P(Br)(Br)Br (phosphorus tribromide). Solvent: C(Cl)(Cl)Cl (chloroform). The product is C1(=CC=CC=C1)CCCCCBr (5-phenylpentyl bromide). Reaction SMILES: P(Br)(Br)[Br:2].[C:5]1([CH2:11][CH2:12][CH2:13][CH2:14][CH2:15]O)[CH:10]=[CH:9][CH:8]=[CH:7][CH:6]=1>C(Cl)(Cl)Cl>[C:5]1([CH2:11][CH2:12][CH2:13][CH2:14][CH2:15][Br:2])[CH:10]=[CH:9][CH:8]=[CH:7][CH:6]=1. Procedure: A 1.8 g (6.7 mmol) amount of phosphorus tribromide was added to a chloroform solution (20 ml) of 3.3 g (20 mmol) of 5-phenyl-1-pentanol and the resulting solution was heated at reflux for 4 hours. When the reaction was traced by TLC, the starting materials were found to still remain in the reaction mixture, and so 0.2 g of phosphorus tribromide was further added and heated at reflux. Afterwards, the reaction solution was washed with water and dried with anhydrous magnesium sulfate, and then the ... Reactants: CS(C)=O, O=C(NCCc1ccc(Cl)cc1)c1ccc(F)cc1, ClCCl, [K+], [K+], [Na+], [Na+], O=C([O-])[O-], O=C([O-])[O-], CC(C)(C)OC(=O)Cc1ccc(O)cc1. Yields the product CC(C)(C)OC(=O)Cc1ccc(Oc2ccc(C(=O)NCCc3ccc(Cl)cc3)cc2)cc1. Reaction SMILES: [CH3:41][S:42]([CH3:43])=[O:44].[Cl:22][c:23]1[cH:24][cH:25][c:26]([CH2:27][CH2:28][NH:29][C:30]([c:31]2[cH:32][cH:33][c:34]([F:37])[cH:35][cH:36]2)=[O:38])[cH:39][cH:40]1.[Cl:45][CH2:46][Cl:47].[K+:16].[K+:17].[Na+:48].[Na+:49].[O-:18][C:19]([O-:20])=[O:21].[O-:50][C:51](=[O:52])[O-:53].[OH:1][c:2]1[cH:3][cH:4][c:5]([CH2:8][C:9](=[O:10])[O:11][C:12]([CH3:13])([CH3:14])[CH3:15])[cH:6][cH:7]1>>[O:1]([c:2]1[cH:3][cH:4][c:5]([CH2:8][C:9](=[O:10])[O:11][C:12]([CH3:13])([CH3:14])[CH3:15])[cH:6][cH:7]1)[c:34]1[cH:33][cH:32][c:31]([C:30]([NH:29][CH2:28][CH2:27][c:26]2[cH:25][cH:24][c:23]([Cl:22])[cH:40][cH:39]2)=[O:38])[cH:36][cH:35]1. Starting materials: C(C)(C)(C)OC(=O)N1CCC(CC1)=CS(NC(C1=CC(=CC(=C1)C(F)(F)F)C(F)(F)F)=O)(=O)=O (4-[(3,5-bis-trifluoromethyl-benzoylsulfamoyl)-methylene]-piperidine-1carboxylic acid tert.-butyl ester). The reagents and catalysts are [Pd] (Pd/C). Run in CO (MeOH). Product: C(C)(C)(C)OC(=O)N1CCC(CC1)CS(NC(C1=CC(=CC(=C1)C(F)(F)F)C(F)(F)F)=O)(=O)=O (4-[(3,5-bis-trifluoromethyl-benzoylsulfamoyl)-methyl]-piperidine-1-carboxylic acid tert-butyl ester). RXN SMILES: [C:1]([O:5][C:6]([N:8]1[CH2:13][CH2:12][C:11](=[CH:14][S:15](=[O:34])(=[O:33])[NH:16][C:17](=[O:32])[C:18]2[CH:23]=[C:22]([C:24]([F:27])([F:26])[F:25])[CH:21]=[C:20]([C:28]([F:31])([F:30])[F:29])[CH:19]=2)[CH2:10][CH2:9]1)=[O:7])([CH3:4])([CH3:3])[CH3:2]>CO.[Pd]>[C:1]([O:5][C:6]([N:8]1[CH2:13][CH2:12][CH:11]([CH2:14][S:15](=[O:33])(=[O:34])[NH:16][C:17](=[O:32])[C:18]2[CH:23]=[C:22]([C:24]([F:25])([F:26])[F:27])[CH:21]=[C:20]([C:28]([F:29])([F:30])[F:31])[CH:19]=2)[CH2:10][CH2:9]1)=[O:7])([CH3:4])([CH3:2])[CH3:3]. Procedure: A solution of 880 mg of 4-[(3,5-bis-trifluoromethyl-benzoylsulfamoyl)-methylene]-piperidine-1carboxylic acid tert.-butyl ester in 100 ml of MeOH is hydrogenated (10% Pd/C as a catalyst). From the mixture obtained the catalyst is filtrated off and solvent is evaporated. The reactants are [BH4-], CC(c1ccccc1)N1CC=C(c2ccc(OCc3ccccc3)cc2)CC1, COCCOC, CCOC(C)=O, [Cl-], [Na+], [Na+], [Na+], [OH-], OO. Product: CC(c1ccccc1)N1CCC(c2ccc(OCc3ccccc3)cc2)C(O)C1. As a reaction SMILES: [BH4-:29].[CH2:1]([c:2]1[cH:3][cH:4][cH:5][cH:6][cH:7]1)[O:8][c:9]1[cH:10][cH:11][c:12]([C:15]2=[CH:20][CH2:19][N:18]([CH:21]([CH3:22])[c:23]3[cH:24][cH:25][cH:26][cH:27][cH:28]3)[CH2:17][CH2:16]2)[cH:13][cH:14]1.[CH2:43]([CH2:44][O:45][CH3:46])[O:47][CH3:48].[CH3:37][CH2:38][O:39][C:40](=[O:41])[CH3:42].[Cl-:35].[Na+:30].[Na+:32].[Na+:36].[OH-:31].[OH:33][OH:34]>>[CH2:1]([c:2]1[cH:3][cH:4][cH:5][cH:6][cH:7]1)[O:8][c:9]1[cH:10][cH:11][c:12]([CH:15]2[CH2:16][CH2:17][N:18]([CH:21]([CH3:22])[c:23]3[cH:24][cH:25][cH:26][cH:27][cH:28]3)[CH2:19][CH:20]2[OH:31])[cH:13][cH:14]1.